From a dataset of the Open Reaction Database (ORD), a public repository of structured organic reaction records. describe an organic reaction: reactants, conditions, products, and yield Reactants: COc1ccc2c(c1)Sc1ccccc1C(=O)N2, S=P12SP3(=S)SP(=S)(S1)SP(=S)(S2)S3, c1ccncc1. Product: COc1ccc2c(c1)Sc1ccccc1C(=S)N2. As a reaction SMILES: [CH3:1][O:2][c:3]1[cH:4][cH:5][c:6]2[c:7]([cH:18]1)[S:8][c:9]1[c:10]([cH:14][cH:15][cH:16][cH:17]1)[C:11](=[O:13])[NH:12]2.[P:19]12(=[S:20])[S:21][P:22]3(=[S:32])[S:23][P:24](=[S:30])([S:25][P:26](=[S:29])([S:27]3)[S:28]1)[S:31]2.[cH:33]1[cH:34][cH:35][n:36][cH:37][cH:38]1>>[CH3:1][O:2][c:3]1[cH:4][cH:5][c:6]2[c:7]([cH:18]1)[S:8][c:9]1[c:10]([cH:14][cH:15][cH:16][cH:17]1)[C:11](=[S:20])[NH:12]2. Starting materials: CCOC(=O)C1=C(C)c2ccccc2CCC1, CCO, [Na+], [OH-]. Product: CC1=C(C(=O)O)CCCc2ccccc21. As a reaction SMILES: [CH3:1][C:2]1=[C:3]([C:13](=[O:14])[O:15][CH2:16][CH3:17])[CH2:4][CH2:5][CH2:6][c:7]2[c:8]1[cH:9][cH:10][cH:11][cH:12]2.[CH3:20][CH2:21][OH:22].[Na+:19].[OH-:18]>>[CH3:1][C:2]1=[C:3]([C:13](=[O:14])[OH:15])[CH2:4][CH2:5][CH2:6][c:7]2[c:8]1[cH:9][cH:10][cH:11][cH:12]2. Reactants: BrC(C)Br (dibromoethane), [Mg] (magnesium), BrC=1C(=CC=C2C=NN(C12)C[C@H](C)O[Si](C)(C)C(C)(C)C)OCC1OC1 (7-Bromo-1-[(S)-2-(tert-butyldimethyl-silanyloxy)-propyl]-6-oxiranylmethoxy-1H-indazole). Solvent: C1CCOC1 (THF), C1CCOC1 (THF). Reaction conditions: temperature 50 celsius, time 1 hour. Yields the product BrCC(COC1=CC=C2C=NN(C2=C1Br)C[C@H](C)O[Si](C)(C)C(C)(C)C)O (1-Bromo-3-[7-bromo-1-[(S)-2-(tert-butyl-dimethyl-silanyloxy)-propyl]-1H-indazol-6-yloxy]-propan-2-ol). Yield: 95.3%. Reaction SMILES: [Mg].[Br:2]C(Br)C.[Br:6][C:7]1[C:8]([O:27][CH2:28][CH:29]2[CH2:31][O:30]2)=[CH:9][CH:10]=[C:11]2[C:15]=1[N:14]([CH2:16][C@@H:17]([O:19][Si:20]([C:23]([CH3:26])([CH3:25])[CH3:24])([CH3:22])[CH3:21])[CH3:18])[N:13]=[CH:12]2>C1COCC1>[Br:2][CH2:31][CH:29]([OH:30])[CH2:28][O:27][C:8]1[C:7]([Br:6])=[C:15]2[C:11]([CH:12]=[N:13][N:14]2[CH2:16][C@@H:17]([O:19][Si:20]([C:23]([CH3:26])([CH3:25])[CH3:24])([CH3:22])[CH3:21])[CH3:18])=[CH:10][CH:9]=1. Procedure: To a suspension of magnesium powder (0.73 g, 30.2 mmol) in anhydrous THF (50 mL) under nitrogen was added dibromoethane (2.13 g, 0.98 mL, 11.3 mmol) in portions over about 30 min. During this period the mixture was heated at about 50° C. until gas evolution was observed. The mixture was stirred for an additional 1 h, placed in an ice bath, and a solution of the product from Step D (3.33 g, 7.55 mmol) in THF (10 mL) was added. After stirring for 1 h at ambient temperature, the mixture was quenche... Reactants: ClC1=NC=C(C(=N1)N)C1=NN=NN1 (2-chloro-5-(1H-tetrazol-5-yl)pyrimidin-4-amine), CCN(C(C)C)C(C)C (DIPEA), C(C1=CC=CC=C1)N (benzylamine). Run in O1CCOCC1 (dioxane). Conditions: time 20 minute. Yields the product C(C1=CC=CC=C1)NC1=NC=C(C(=N1)N)C1=NN=NN1 (N2-Benzyl-5-(1H-tetrazol-5-yl)pyrimidine-2,4-diamine). Yield: 10.1%. RXN SMILES: Cl[C:2]1[N:7]=[C:6]([NH2:8])[C:5]([C:9]2[NH:13][N:12]=[N:11][N:10]=2)=[CH:4][N:3]=1.CCN(C(C)C)C(C)C.[CH2:23]([NH2:30])[C:24]1[CH:29]=[CH:28][CH:27]=[CH:26][CH:25]=1>O1CCOCC1>[CH2:23]([NH:30][C:2]1[N:7]=[C:6]([NH2:8])[C:5]([C:9]2[NH:13][N:12]=[N:11][N:10]=2)=[CH:4][N:3]=1)[C:24]1[CH:29]=[CH:28][CH:27]=[CH:26][CH:25]=1. Procedure: In a microwave tube, 2-chloro-5-(1H-tetrazol-5-yl)pyrimidin-4-amine (200 mg, 1.0 mmol) was dissolved into 3 mL of dioxane and DIPEA (1.5 mmol, 1.5 eq.). After the addition of benzylamine (5.0 mmol, 5.0 eq.), the tube was capped and irradiated in a CEM Discover microwave reactor to 120° C. for a total of 60 minutes in three 20 minutes intervals. LC/MS was taken every 20 minutes to follow the disappearance of starting material. After the complete consumption of the starting material, the reaction ... The reactants are C1CCOC1, CO, CCOC(=O)c1cnc(N2CC3CC2CN3C(c2ccccc2)c2ccccc2)nc1, [K+], NO, [OH-]. The product is O=C(NO)c1cnc(N2CC3CC2CN3C(c2ccccc2)c2ccccc2)nc1. As a reaction SMILES: [CH2:38]1[O:39][CH2:40][CH2:41][CH2:42]1.[CH3:36][OH:37].[CH:1]([c:2]1[cH:3][cH:4][cH:5][cH:6][cH:7]1)([c:8]1[cH:9][cH:10][cH:11][cH:12][cH:13]1)[N:14]1[CH:15]2[CH2:16][N:17]([c:21]3[n:22][cH:23][c:24]([C:27](=[O:28])[O:29][CH2:30][CH3:31])[cH:25][n:26]3)[CH:18]([CH2:19]1)[CH2:20]2.[K+:33].[NH2:34][OH:35].[OH-:32]>>[CH:1]([c:2]1[cH:3][cH:4][cH:5][cH:6][cH:7]1)([c:8]1[cH:9][cH:10][cH:11][cH:12][cH:13]1)[N:14]1[CH:15]2[CH2:16][N:17]([c:21]3[n:22][cH:23][c:24]([C:27](=[O:28])[NH:34][OH:32])[cH:25][n:26]3)[CH:18]([CH2:19]1)[CH2:20]2. The reactants are CC(=O)NCCOCCOCCO, [Na+], [OH-], O. Yields the product CC(=O)NCCOCCOCC(=O)[O-], [Na+]. As a reaction SMILES: [C:1]([CH3:2])(=[O:3])[NH:4][CH2:5][CH2:6][O:7][CH2:8][CH2:9][O:10][CH2:11][CH2:12][OH:13].[Na+:15].[OH-:14].[OH2:16]>>[C:1]([CH3:2])(=[O:3])[NH:4][CH2:5][CH2:6][O:7][CH2:8][CH2:9][O:10][CH2:11][C:12](=[O:13])[O-:14].[Na+:15]. The reactants are CCOC(=O)c1ccccc1C(=O)CBr, CC#N, O=C[N-]C=O, N#Cc1ccccc1C(=O)CN(C=O)C=O, [Na+]. The product is CCOC(=O)c1ccccc1C(=O)CN(C=O)C=O. As a reaction SMILES: [Br:23][CH2:24][C:25](=[O:26])[c:27]1[c:28]([C:29](=[O:30])[O:31][CH2:32][CH3:33])[cH:34][cH:35][cH:36][cH:37]1.[CH3:38][C:39]#[N:40].[CH:17](=[O:18])[N-:19][CH:20]=[O:21].[CH:1]([N:2]([CH:3]=[O:4])[CH2:5][C:6]([c:7]1[cH:8][cH:9][cH:10][cH:11][c:12]1[C:13]#[N:14])=[O:15])=[O:16].[Na+:22]>>[CH:17](=[O:18])[N:19]([CH:20]=[O:21])[CH2:24][C:25](=[O:26])[c:27]1[c:28]([C:29](=[O:30])[O:31][CH2:32][CH3:33])[cH:34][cH:35][cH:36][cH:37]1.